This data is from the Open Reaction Database (ORD), a public repository of structured organic reaction records. The task is: describe an organic reaction: reactants, conditions, products, and yield The reactants are O (Water), FC(OC=1C(=NC(=CC1)I)OCC1=CC=C(C=C1)OC)F (3-(Difluoromethoxy)-6-iodo-2-[(4-methoxybenzyl)oxy]pyridine), C(C)(C)(C)C1=CC=C(C=C1)\C(=C/[C@H]1CCC(N1CC1=C(C=C(C=C1)OC)OC)=O)\[Sn](CCCC)(CCCC)CCCC ((5R)-5-[(E)-2-(4-tert-butylphenyl)-2-(tributylstannyl)ethenyl]-1-(2,4-dimethoxybenzyl)pyrrolidin-2-one), Example 4-26, Example 4-34, [F-].[Cs+] (cesium fluoride). The reagents and catalysts are [Cu](I)I (copper iodide), C=1C=CC(=CC1)[P](C=2C=CC=CC2)(C=3C=CC=CC3)[Pd]([P](C=4C=CC=CC4)(C=5C=CC=CC5)C=6C=CC=CC6)([P](C=7C=CC=CC7)(C=8C=CC=CC8)C=9C=CC=CC9)[P](C=1C=CC=CC1)(C=1C=CC=CC1)C=1C=CC=CC1 (tetrakis(triphenylphosphine)palladium). The solvent is C(C)(=O)OCC (ethyl acetate), CN(C=O)C (N,N-dimethylformamide). Run at temperature 75 celsius, time 2 hour. Yields the product C(C)(C)(C)C1=CC=C(C=C1)\C(=C/[C@H]1CCC(N1CC1=C(C=C(C=C1)OC)OC)=O)\C1=NC(=C(C=C1)OC(F)F)OCC1=CC=C(C=C1)OC ((5R)-5-[(E)-2-(4-tert-butylphenyl)-2-{5-(difluoromethoxy)-6-[(4-methoxybenzyl)oxy]-pyridin-2-yl}ethenyl]-1-(2,4-dimethoxybenzyl)pyrrolidin-2-one). As a reaction SMILES: [F:1][CH:2]([F:21])[O:3][C:4]1[C:5]([O:11][CH2:12][C:13]2[CH:18]=[CH:17][C:16]([O:19][CH3:20])=[CH:15][CH:14]=2)=[N:6][C:7](I)=[CH:8][CH:9]=1.[F-].[Cs+].[C:24]([C:28]1[CH:33]=[CH:32][C:31](/[C:34](/[Sn](CCCC)(CCCC)CCCC)=[CH:35]\[C@@H:36]2[N:40]([CH2:41][C:42]3[CH:47]=[CH:46][C:45]([O:48][CH3:49])=[CH:44][C:43]=3[O:50][CH3:51])[C:39](=[O:52])[CH2:38][CH2:37]2)=[CH:30][CH:29]=1)([CH3:27])([CH3:26])[CH3:25].O>CN(C)C=O.[Cu](I)I.C1C=CC([P]([Pd]([P](C2C=CC=CC=2)(C2C=CC=CC=2)C2C=CC=CC=2)([P](C2C=CC=CC=2)(C2C=CC=CC=2)C2C=CC=CC=2)[P](C2C=CC=CC=2)(C2C=CC=CC=2)C2C=CC=CC=2)(C2C=CC=CC=2)C2C=CC=CC=2)=CC=1.C(OCC)(=O)C>[C:24]([C:28]1[CH:33]=[CH:32][C:31](/[C:34](/[C:7]2[CH:8]=[CH:9][C:4]([O:3][CH:2]([F:21])[F:1])=[C:5]([O:11][CH2:12][C:13]3[CH:18]=[CH:17][C:16]([O:19][CH3:20])=[CH:15][CH:14]=3)[N:6]=2)=[CH:35]\[C@@H:36]2[N:40]([CH2:41][C:42]3[CH:47]=[CH:46][C:45]([O:48][CH3:49])=[CH:44][C:43]=3[O:50][CH3:51])[C:39](=[O:52])[CH2:38][CH2:37]2)=[CH:30][CH:29]=1)([CH3:27])([CH3:25])[CH3:26] |f:1.2,^1:78,80,99,118|. Procedure details: 3-(Difluoromethoxy)-6-iodo-2-[(4-methoxybenzyl)oxy]pyridine obtained in Reference Example 4-34 (727 mg), cesium fluoride (270 mg), copper iodide (187 mg) and tetrakis(triphenylphosphine)palladium (103 mg) were added to a solution of (5R)-5-[(E)-2-(4-tert-butylphenyl)-2-(tributylstannyl)ethenyl]-1-(2,4-dimethoxybenzyl)pyrrolidin-2-one obtained in Reference Example 4-26 (609 mg) in N,N-dimethylformamide (6 mL), and the mixture was stirred at 75° C. for two hours. Water and ethyl acetate were added... The reactants are C(#N)C1=C(C=C(C=C1C)C=1CCN(CC1)C(=O)[C@H]1N(C[C@@H](C[C@@H]1C(=O)OC)O)C(=O)OC(C)(C)C)C (1-tert-butyl 3-methyl(2S,3S,5R)-2-[4-(4-cyano-3,5-dimethylphenyl)-3,6-dihydropyridin-1(2H)-yl]carbonyl-5-hydroxypiperidine-1,3-dicarboxylate), O1CCCC1 (tetrahydrofuran), ClC=1C=C(C=NC1)O (5-chloropyridin-3-ol), C1(=CC=CC=C1)P(C1=CC=CC=C1)C1=CC=CC=C1 (triphenylphosphine), N(=NC(=O)OC(C)C)C(=O)OC(C)C (diisopropyl azodicarboxylate). Reaction conditions: temperature 70 celsius. Yields the product ClC=1C=C(C=NC1)O[C@H]1C[C@@H]([C@H](N(C1)C(=O)OC(C)(C)C)C(=O)N1CCC(=CC1)C1=CC(=C(C(=C1)C)C#N)C)C(=O)OC (1-tert-butyl 3-methyl(2S,3S,5S)-5-[(5-chloropyridin-3-yl)oxy]-2-[4-(4-cyano-3,5-dimethylphenyl)-3,6-dihydropyridin-1(2H)-yl]carbonylpiperidine-1,3-dicarboxylate). Isolated yield 36.9%. Reaction SMILES: [C:1]([C:3]1[C:8]([CH3:9])=[CH:7][C:6]([C:10]2[CH2:11][CH2:12][N:13]([C:16]([C@@H:18]3[C@@H:23]([C:24]([O:26][CH3:27])=[O:25])[CH2:22][C@@H:21]([OH:28])[CH2:20][N:19]3[C:29]([O:31][C:32]([CH3:35])([CH3:34])[CH3:33])=[O:30])=[O:17])[CH2:14][CH:15]=2)=[CH:5][C:4]=1[CH3:36])#[N:2].O1CCCC1.[Cl:42][C:43]1[CH:44]=[C:45](O)[CH:46]=[N:47][CH:48]=1.C1(P(C2C=CC=CC=2)C2C=CC=CC=2)C=CC=CC=1.N(C(OC(C)C)=O)=NC(OC(C)C)=O>>[Cl:42][C:43]1[CH:44]=[C:45]([O:28][C@@H:21]2[CH2:20][N:19]([C:29]([O:31][C:32]([CH3:33])([CH3:35])[CH3:34])=[O:30])[C@H:18]([C:16]([N:13]3[CH2:12][CH:11]=[C:10]([C:6]4[CH:7]=[C:8]([CH3:9])[C:3]([C:1]#[N:2])=[C:4]([CH3:36])[CH:5]=4)[CH2:15][CH2:14]3)=[O:17])[C@@H:23]([C:24]([O:26][CH3:27])=[O:25])[CH2:22]2)[CH:46]=[N:47][CH:48]=1. Reported procedure: To a solution of 1-tert-butyl 3-methyl(2S,3S,5R)-2-[4-(4-cyano-3,5-dimethylphenyl)-3,6-dihydropyridin-1(2H)-yl]carbonyl-5-hydroxypiperidine-1,3-dicarboxylate (100 mg, 0.0002 mol) in tetrahydrofuran (0.912 mL, 0.0112 mol) was added 5-chloropyridin-3-ol (35.0 mg, 0.000270 mol), triphenylphosphine (70.8 mg, 0.000270 mol), followed by diisopropyl azodicarboxylate (0.0532 mL, 0.000270 mol). The mixture was heated at 70 Celsius overnight. After concentrated to dry, the mixture was purified on silica g... The reactants are O=C(Cl)C(=O)Cl, CN(C)C=O, c1ccc2[nH]ccc2c1. The product is O=Cc1cc2ccccc2[nH]1. Reaction SMILES: [Cl:10][C:11](=[O:12])[C:13]([Cl:14])=[O:15].[O:16]=[CH:17][N:18]([CH3:19])[CH3:20].[nH:1]1[cH:2][cH:3][c:4]2[cH:5][cH:6][cH:7][cH:8][c:9]12>>[nH:1]1[c:2]([CH:11]=[O:12])[cH:3][c:4]2[cH:5][cH:6][cH:7][cH:8][c:9]12. The reactants are COc1cc2c(Oc3ccc4[nH]c(C)cc4c3F)cnnc2cc1O, OCCN1CCCC1. Yields the product COc1cc2c(Oc3ccc4[nH]c(C)cc4c3F)cnnc2cc1OCCN1CCCC1. RXN SMILES: [F:1][c:2]1[c:3]2[cH:4][c:5]([CH3:25])[nH:6][c:7]2[cH:8][cH:9][c:10]1[O:11][c:12]1[cH:13][n:14][n:15][c:16]2[cH:17][c:18]([OH:24])[c:19]([O:22][CH3:23])[cH:20][c:21]12.[OH:26][CH2:27][CH2:28][N:29]1[CH2:30][CH2:31][CH2:32][CH2:33]1>>[F:1][c:2]1[c:3]2[cH:4][c:5]([CH3:25])[nH:6][c:7]2[cH:8][cH:9][c:10]1[O:11][c:12]1[cH:13][n:14][n:15][c:16]2[cH:17][c:18]([O:24][CH2:27][CH2:28][N:29]3[CH2:30][CH2:31][CH2:32][CH2:33]3)[c:19]([O:22][CH3:23])[cH:20][c:21]12. Solvent: C(C)#N (acetonitrile). Procedure details: 2-Oxo-1-[[2-(3,4,5-trimethoxyphenyl)pyridin-4-yl]methyl]piperazine (62 mg) was dissolved in acetonitrile (5 mL), and to the solution potassium carbonate (24 mg), potassium iodide (29 mg) and 4-chloromethyl-2-(3,4,5-trimethoxyphenyl)pyridine (51 mg) were added, and the mixture was stirred at 80° C. for 1 hour. The reaction mixture was concentrated under reduced pressure, ethyl acetate was added to the residue, and the resultant mixture was washed with a saturated aqueous solution of sodium hydrog... The reactants are O=C1N(CCNC1)CC1=CC(=NC=C1)C1=CC(=C(C(=C1)OC)OC)OC (2-Oxo-1-[[2-(3,4,5-trimethoxyphenyl)pyridin-4-yl]methyl]piperazine), C([O-])([O-])=O.[K+].[K+] (potassium carbonate), [I-].[K+] (potassium iodide), ClCC1=CC(=NC=C1)C1=CC(=C(C(=C1)OC)OC)OC (4-chloromethyl-2-(3,4,5-trimethoxyphenyl)pyridine). Reaction SMILES: [O:1]=[C:2]1[CH2:7][NH:6][CH2:5][CH2:4][N:3]1[CH2:8][C:9]1[CH:14]=[CH:13][N:12]=[C:11]([C:15]2[CH:20]=[C:19]([O:21][CH3:22])[C:18]([O:23][CH3:24])=[C:17]([O:25][CH3:26])[CH:16]=2)[CH:10]=1.C(=O)([O-])[O-].[K+].[K+].[I-].[K+].[Cl:35][CH2:36][C:37]1[CH:42]=[CH:41][N:40]=[C:39]([C:43]2[CH:48]=[C:47]([O:49][CH3:50])[C:46]([O:51][CH3:52])=[C:45]([O:53][CH3:54])[CH:44]=2)[CH:38]=1>C(#N)C>[O:1]=[C:2]1[CH2:7][N:6]([CH2:36][C:37]2[CH:42]=[CH:41][N:40]=[C:39]([C:43]3[CH:48]=[C:47]([O:49][CH3:50])[C:46]([O:51][CH3:52])=[C:45]([O:53][CH3:54])[CH:44]=3)[CH:38]=2)[CH2:5][CH2:4][N:3]1[CH2:8][C:9]1[CH:14]=[CH:13][N:12]=[C:11]([C:15]2[CH:16]=[C:17]([O:25][CH3:26])[C:18]([O:23][CH3:24])=[C:19]([O:21][CH3:22])[CH:20]=2)[CH:10]=1.[ClH:35] |f:1.2.3,4.5|. Yields the product O=C1N(CCN(C1)CC1=CC(=NC=C1)C1=CC(=C(C(=C1)OC)OC)OC)CC1=CC(=NC=C1)C1=CC(=C(C(=C1)OC)OC)OC (2-oxo-N,N′-bis[[2-(3,4,5-trimethoxyphenyl)-pyridin-4-yl]methyl]piperazine), Cl (hydrochloride). Run at temperature 80 celsius, time 1 hour. Starting materials: ClCCl, COCc1cnc2c(c1)cc(C(O)CC1CCCC1)n2S(=O)(=O)c1ccccc1. The product is COCc1cnc2c(c1)cc(C(=O)CC1CCCC1)n2S(=O)(=O)c1ccccc1. Reaction SMILES: [Cl:30][CH2:31][Cl:32].[c:1]1([S:7](=[O:8])(=[O:9])[n:10]2[c:11]([CH:22]([CH2:23][CH:24]3[CH2:25][CH2:26][CH2:27][CH2:28]3)[OH:29])[cH:12][c:13]3[c:14]2[n:15][cH:16][c:17]([CH2:19][O:20][CH3:21])[cH:18]3)[cH:2][cH:3][cH:4][cH:5][cH:6]1>>[c:1]1([S:7](=[O:8])(=[O:9])[n:10]2[c:11]([C:22]([CH2:23][CH:24]3[CH2:25][CH2:26][CH2:27][CH2:28]3)=[O:29])[cH:12][c:13]3[c:14]2[n:15][cH:16][c:17]([CH2:19][O:20][CH3:21])[cH:18]3)[cH:2][cH:3][cH:4][cH:5][cH:6]1. The reactants are BrCCC1=NNC=C1 (3-bromethylpyrazole), C(#N)NC(SC)=NC (N-cyano-N',S-dimethylisothiourea), C(CN)N (ethylenediamine), N1N=C(C=C1)CNCCN (N-(3-pyrazolylmethyl)ethylenediamine). Yields the product C(#N)NC(=NCCNCC1=NNC=C1)NC (N-cyano-N'-methyl-N"-[2-(3-pyrazolylmethylamino)ethyl]guanidine). RXN SMILES: BrCCC1C=CNN=1.C(N)CN.[NH:13]1[CH:17]=[CH:16][C:15]([CH2:18][NH:19][CH2:20][CH2:21][NH2:22])=[N:14]1.[C:23]([NH:25][C:26](=[N:29][CH3:30])SC)#[N:24]>>[C:23]([NH:25][C:26]([NH:29][CH3:30])=[N:22][CH2:21][CH2:20][NH:19][CH2:18][C:15]1[CH:16]=[CH:17][NH:13][N:14]=1)#[N:24]. Reported procedure: Reacting 3-bromethylpyrazole with ethylenediamine by the procedure of Example 34 and reacting the resulting N-(3-pyrazolylmethyl)ethylenediamine with N-cyano-N',S-dimethylisothiourea by the procedure of Example 3(d) gives N-cyano-N'-methyl-N"-[2-(3-pyrazolylmethylamino)ethyl]guanidine. Hydrolysis of this compound by the procedure of Example 3(e) gives N-methyl-N'-[2-(3-pyrazolylmethylamino)ethyl]guanidine trihydrochloride.